The task is: describe an organic reaction: reactants, conditions, products, and yield. This data is from the Open Reaction Database (ORD), a public repository of structured organic reaction records. Starting materials: C1(=CC=CC=C1)C(C1=CC=CC=C1)(C1=CC=CC=C1)NC1(CCCC1)COCC1=CC=C(C=C1)C=1OC2=C(N1)C=CC=C2 (1-triphenylmethylamino-(4-[benzoxazol-2-yl]benzyloxymethyl)cyclopentane), C1(=CC=CC=C1)C(C1=CC=CC=C1)(C1=CC=CC=C1)NC1(CCCC1)COCC1=CC=C(C=C1)C=1OC2=C(N1)C=CC=C2 (1-triphenylmethylamino-(4-[benzoxazol -2-yl]benzyloxymethyl)cyclopentane), Cl (HCl). Solvent: C(C)O.C(Cl)Cl (ethanol CH2Cl2). Conditions: time 72 hour. Product: Cl.NC1(CCCC1)COCC1=CC=C(C=C1)C=1OC2=C(N1)C=CC=C2 (1-amino-[4-(benzoxazol-2-yl)benzyloxymethyl]cyclopentane hydrochloride). As a reaction SMILES: C1(C([NH:20][C:21]2([CH2:26][O:27][CH2:28][C:29]3[CH:34]=[CH:33][C:32]([C:35]4[O:36][C:37]5[CH:43]=[CH:42][CH:41]=[CH:40][C:38]=5[N:39]=4)=[CH:31][CH:30]=3)[CH2:25][CH2:24][CH2:23][CH2:22]2)(C2C=CC=CC=2)C2C=CC=CC=2)C=CC=CC=1.[ClH:44]>C(O)C.C(Cl)Cl>[ClH:44].[NH2:20][C:21]1([CH2:26][O:27][CH2:28][C:29]2[CH:34]=[CH:33][C:32]([C:35]3[O:36][C:37]4[CH:43]=[CH:42][CH:41]=[CH:40][C:38]=4[N:39]=3)=[CH:31][CH:30]=2)[CH2:22][CH2:23][CH2:24][CH2:25]1 |f:2.3,4.5|. Reported procedure: To a solution of 1-triphenylmethylamino-(4-[benzoxazol-2-yl]benzyloxymethyl)cyclopentane (1.24 g; 2.20 mmol) of 1-triphenylmethylamino-(4-[benzoxazol -2-yl]benzyloxymethyl)cyclopentane in ethanol/CH2Cl2 is added ethanolic HCl until ph≅2. This is then stirred for 72 hrs., concentrated to about one-half the volume and the white precipitate which forms is filtered to obtain 1-amino-[4-(benzoxazol-2-yl)benzyloxymethyl]cyclopentane hydrochloride (m.p. >250° C.).